From a dataset of the Open Reaction Database (ORD), a public repository of structured organic reaction records. describe an organic reaction: reactants, conditions, products, and yield Reactants: CC(C)(C)OC(=O)CCC(NC(=O)NC(CCCCNC(=O)OCc1ccccc1)C(=O)OC(C)(C)C)C(=O)OC(C)(C)C, CCO, O=C[O-], [NH4+]. Product: CC(C)(C)OC(=O)CCC(NC(=O)NC(CCCCN)C(=O)OC(C)(C)C)C(=O)OC(C)(C)C. Reaction SMILES: [C:1]([CH3:2])([CH3:3])([CH3:4])[O:5][C:6]([CH:7]([CH2:8][CH2:9][C:10](=[O:11])[O:12][C:13]([CH3:14])([CH3:15])[CH3:16])[NH:17][C:18](=[O:19])[NH:20][CH:21]([CH2:22][CH2:23][CH2:24][CH2:25][NH:26][C:27]([O:28][CH2:29][c:30]1[cH:31][cH:32][cH:33][cH:34][cH:35]1)=[O:36])[C:37](=[O:38])[O:39][C:40]([CH3:41])([CH3:42])[CH3:43])=[O:44].[CH3:49][CH2:50][OH:51].[CH:45]([O-:46])=[O:47].[NH4+:48]>>[C:1]([CH3:2])([CH3:3])([CH3:4])[O:5][C:6]([CH:7]([CH2:8][CH2:9][C:10](=[O:11])[O:12][C:13]([CH3:14])([CH3:15])[CH3:16])[NH:17][C:18](=[O:19])[NH:20][CH:21]([CH2:22][CH2:23][CH2:24][CH2:25][NH2:26])[C:37](=[O:38])[O:39][C:40]([CH3:41])([CH3:42])[CH3:43])=[O:44]. Reactants: resultant mixture, C([O-])([O-])=O.[K+].[K+] (potassium carbonate), SC=1SC=CN1 (2-mercaptothiazole), ClC(CCCCl)(F)F (1,4-dichloro- 1,1-difluorobutane). Run in CC(=O)C (acetone). The product is ClC(CCCSC=1SC=CN1)(F)F (2-(4-chloro-4,4-difluorobutylthio)thiazole). Yield: 96.4%. Reaction SMILES: C(=O)([O-])[O-].[K+].[K+].[SH:7][C:8]1[S:9][CH:10]=[CH:11][N:12]=1.[Cl:13][C:14]([F:20])([F:19])[CH2:15][CH2:16][CH2:17]Cl>CC(C)=O>[Cl:13][C:14]([F:20])([F:19])[CH2:15][CH2:16][CH2:17][S:7][C:8]1[S:9][CH:10]=[CH:11][N:12]=1 |f:0.1.2|. Procedure: Solid anhydrous potassium carbonate (9.33 g) was added in two portions to a stirred mixture of 2-mercaptothiazole (7.90 g), 1,4-dichloro- 1,1-difluorobutane (9.70 g) and acetone (150 ml) under a nitrogen atmosphere, and the resultant mixture heated at the reflux temperature for 4 hours. After cooling to the ambient temperature the solid component was removed by filtration and washed with acetone (2×50 ml) and the combined washings and filtrate concentrated by evaporation of the solvent under red... The reactants are C(CC(=O)OC)(=O)OC (dimethyl malonate), [N+](=O)([O-])C=1C=C(C#N)C=CC1 (3-nitrobenzonitrile), stannic chloride. Solvent: ClCCCl (1,2-dichloroethane). Product: NC(C1=CC(=CC=C1)[N+](=O)[O-])=C(C(=O)OC)C(=O)OC (dimethyl (α-amino-3-nitrobenzylidene)malonate). Yield: 65.8%. As a reaction SMILES: [C:1]([O:8][CH3:9])(=[O:7])[CH2:2][C:3]([O:5][CH3:6])=[O:4].[N+:10]([C:13]1[CH:14]=[C:15]([CH:18]=[CH:19][CH:20]=1)[C:16]#[N:17])([O-:12])=[O:11]>ClCCCl>[NH2:17][C:16](=[C:2]([C:1]([O:8][CH3:9])=[O:7])[C:3]([O:5][CH3:6])=[O:4])[C:15]1[CH:18]=[CH:19][CH:20]=[C:13]([N+:10]([O-:12])=[O:11])[CH:14]=1. Procedure: To a mixture of dimethyl malonate (100 g) and 3-nitrobenzonitrile (112 g) in 1,2-dichloroethane (500 ml) was added stannic chloride (177 g) at once with a syringe and refluxed for 1 hour with stirring. The white precipitates were collected by filtration, dissolved in a mixture of acetone (2 l) and water (2 l) and adjusted to pH 9.0 with 20% aqueous sodium hydroxide. The resulting white solid was filtered off, and the filtrate was extracted with methylene chloride (2 l). The extract was washed wi...